From a dataset of the Open Reaction Database (ORD), a public repository of structured organic reaction records. describe an organic reaction: reactants, conditions, products, and yield Reactants: C(\C=C/C(=O)[O-])(=O)OCC (monoethyl maleate), C(C)O (ethanol). Yields the product C(\C=C/C(=O)OCC)(=O)OCC (diethyl maleate). Reaction SMILES: [C:1]([O:8][CH2:9][CH3:10])(=[O:7])/[CH:2]=[CH:3]\[C:4]([O-:6])=[O:5].[CH2:11](O)[CH3:12]>>[C:4]([O:6][CH2:11][CH3:12])(=[O:5])/[CH:3]=[CH:2]\[C:1]([O:8][CH2:9][CH3:10])=[O:7]. Procedure details: The column reactor of Example 1 was used to investigate the esterification of monoethyl maleate (MEM) with ethanol (EtOH) to form diethyl maleate (DEM). The resin loadings of the trays were the same as in Example 3. The acid feed to tray No. 2 had the following composition in mole %: H2O 25.9; EtOH 20.3; DEM 10.4; diethyl fumarate (DEF) <0.1; MEM 39.4; monoethyl fumarate (MEF) 0.1; maleic acid (MAC) 3.9; fumaric acid (FAC) <0.1; diethyl ethoxysuccinate (EDES) <0.1. A wet ethanol replaced the dry...